This data is from the Open Reaction Database (ORD), a public repository of structured organic reaction records. The task is: describe an organic reaction: reactants, conditions, products, and yield Run in C1CCOC1 (THF), C1CCOC1 (THF). Reactants: C(C)(C)(C)[Li] (t-butyl lithium), C1(=CC=CC=C1)S(=O)(=O)N1C=CC2=CC=CC=C12 (N-phenylsulfonyl indole), COC(C(=O)OC)=O (dimethyloxalate). Run at temperature 0 celsius, time 1 hour. Isolated yield 33.5%. The product is C1(=CC=CC=C1)S(=O)(=O)N1C(=CC2=CC=CC=C12)C(=O)C(=O)OC (N-Phenylsulfonyl-2-Methoxalyl Indole). Procedure details: To a solution of N-phenylsulfonyl indole (5.14 g, 20 mmol) in dry THF (100 ml) under argon, and cooled to -65° C., was added t-butyl lithium (13 ml, 22 mmol, 1.7 M in pentane). The solution was allowed to warm to 0° C. and stirred for 1 hr. The above solution was added via canula to a stirred solution of dimethyloxalate (9.5 g, 80 mmol) in THF (250 ml) at 0° C. After 4 hrs at 0° C. the mixture was quenched with saturated aqueous NH4CI and extracted with ethyl acetate (3×100 ml). The dried (MgSO4... RXN SMILES: [C:1]1([S:7]([N:10]2[C:18]3[C:13](=[CH:14][CH:15]=[CH:16][CH:17]=3)[CH:12]=[CH:11]2)(=[O:9])=[O:8])[CH:6]=[CH:5][CH:4]=[CH:3][CH:2]=1.C([Li])(C)(C)C.[CH3:24][O:25][C:26](=[O:31])[C:27](OC)=[O:28]>C1COCC1>[C:1]1([S:7]([N:10]2[C:18]3[C:13](=[CH:14][CH:15]=[CH:16][CH:17]=3)[CH:12]=[C:11]2[C:27]([C:26]([O:25][CH3:24])=[O:31])=[O:28])(=[O:9])=[O:8])[CH:2]=[CH:3][CH:4]=[CH:5][CH:6]=1. The reactants are CC(=O)Nc1ccc(F)cc1S(=O)(=O)CC#N, [Na+], [OH-]. Yields the product CC1=C(C#N)S(=O)(=O)c2cc(F)ccc2N1. Reaction SMILES: [C:1](#[N:2])[CH2:3][S:4](=[O:5])(=[O:6])[c:7]1[c:8]([NH:14][C:15]([CH3:16])=[O:17])[cH:9][cH:10][c:11]([F:13])[cH:12]1.[Na+:19].[OH-:18]>>[C:1](#[N:2])[C:3]1=[C:15]([CH3:16])[NH:14][c:8]2[c:7]([cH:12][c:11]([F:13])[cH:10][cH:9]2)[S:4]1(=[O:5])=[O:6].